This data is from the Open Reaction Database (ORD), a public repository of structured organic reaction records. The task is: describe an organic reaction: reactants, conditions, products, and yield The reactants are Cl (HCl), COC(=O)C1CN(CC1)CC(N1CCN(CC1)C1=CC=C(C=C1)C1=NC=CC=N1)=O (1-{2-Oxo-2-[4-(4-pyrimidin-2-yl-phenyl)-piperazin-1-yl]-ethyl}-pyrrolidine-3-carboxylic acid methyl ester), COC(=O)C1CN(CC1)CC(N1CCN(CC1)C1=CC=C(C=C1)C1=NC=CC=N1)=O (1-{2-Oxo-2-[4-(4-pyrimidin-2-yl-phenyl)-piperazin-1-yl]-ethyl}-pyrrolidine-3-carboxylic acid methyl ester), [OH-].[Li+] (lithium hydroxide). Solvent: CO (methanol). Run at time 18 hour. Yields the product O=C(CN1CC(CC1)C(=O)O)N1CCN(CC1)C1=CC=C(C=C1)C1=NC=CC=N1 (1-{2-Oxo-2-[4-(4-pyrimidin-2-yl-phenyl)-piperazin-1-yl]-ethyl}-pyrrolidine-3-carboxylic acid). RXN SMILES: C[O:2][C:3]([CH:5]1[CH2:9][CH2:8][N:7]([CH2:10][C:11](=[O:30])[N:12]2[CH2:17][CH2:16][N:15]([C:18]3[CH:23]=[CH:22][C:21]([C:24]4[N:29]=[CH:28][CH:27]=[CH:26][N:25]=4)=[CH:20][CH:19]=3)[CH2:14][CH2:13]2)[CH2:6]1)=[O:4].[OH-].[Li+].Cl>CO>[O:30]=[C:11]([N:12]1[CH2:17][CH2:16][N:15]([C:18]2[CH:23]=[CH:22][C:21]([C:24]3[N:25]=[CH:26][CH:27]=[CH:28][N:29]=3)=[CH:20][CH:19]=2)[CH2:14][CH2:13]1)[CH2:10][N:7]1[CH2:8][CH2:9][CH:5]([C:3]([OH:4])=[O:2])[CH2:6]1 |f:1.2|. Procedure: 1-{2-Oxo-2-[4-(4-pyrimidin-2-yl-phenyl)-piperazin-1-yl]-ethyl}-pyrrolidine-3-carboxylic acid methyl ester (compound 11 from Step 8, 3.3 gm, 8.06 mmol) was dissolved in methanol and 10 ml of 1N lithium hydroxide added. The reaction mixture was stirred for 18 hrs. 10 ml of 1N HCl was added to the reaction mixture and evaporated to a white solid (3.94 gm) Starting materials: CCOC(C)=O, CS(=O)(=O)c1nccc(-c2cccnc2Oc2ccc(Nc3nc4cc(F)c(F)cc4[nH]3)cc2)n1, [H-], [Na+], CN(C)C=O, O, Nc1cccnc1. The product is Fc1cc2nc(Nc3ccc(Oc4ncccc4-c4ccnc(Nc5cccnc5)n4)cc3)[nH]c2cc1F. Reaction SMILES: [CH3:51][CH2:52][O:53][C:54](=[O:55])[CH3:56].[F:15][c:16]1[cH:17][c:18]2[c:19]([nH:20][c:21]([NH:23][c:24]3[cH:25][cH:26][c:27]([O:30][c:31]4[n:32][cH:33][cH:34][cH:35][c:36]4-[c:37]4[n:38][c:39]([S:43]([CH3:44])(=[O:45])=[O:46])[n:40][cH:41][cH:42]4)[cH:28][cH:29]3)[n:22]2)[cH:47][c:48]1[F:49].[H-:13].[Na+:14].[O:8]=[CH:9][N:10]([CH3:11])[CH3:12].[OH2:50].[n:1]1[cH:2][c:3]([NH2:7])[cH:4][cH:5][cH:6]1>>[n:1]1[cH:2][c:3]([NH:7][c:39]2[n:38][c:37](-[c:36]3[c:31]([O:30][c:27]4[cH:26][cH:25][c:24]([NH:23][c:21]5[nH:20][c:19]6[c:18]([cH:17][c:16]([F:15])[c:48]([F:49])[cH:47]6)[n:22]5)[cH:29][cH:28]4)[n:32][cH:33][cH:34][cH:35]3)[cH:42][cH:41][n:40]2)[cH:4][cH:5][cH:6]1. The reactants are CCCCCCC, CCOCC, [Li]C, C#CCCCCCC, CC(C)C1C=CC(=O)CC1, C12C3C4C5C1[Zr]23451678C2C1C6C7C28, [Cu]I, [Cu]. The product is CCCCCCC=CC1CC(=O)CCC1C(C)C. Reaction SMILES: [CH3:11][CH2:12][CH2:13][CH2:14][CH2:15][CH2:16][CH3:17].[CH3:18][CH2:19][O:20][CH2:21][CH3:22].[CH3:9][Li:10].[CH:1]#[C:2][CH2:3][CH2:4][CH2:5][CH2:6][CH2:7][CH3:8].[CH:23]([CH3:24])([CH3:25])[CH:26]1[CH:27]=[CH:28][C:29](=[O:32])[CH2:30][CH2:31]1.[CH:35]12[Zr:36]3456789([CH:37]%10[CH:38]3[CH:39]4[CH:40]5[CH:41]6%10)[CH:42]([CH:43]17)[CH:44]8[CH:45]29.[Cu:33][I:34].[Cu:46]>>[CH:1](=[CH:2][CH2:3][CH2:4][CH2:5][CH2:6][CH2:7][CH3:8])[CH:27]1[CH:26]([CH:23]([CH3:24])[CH3:25])[CH2:31][CH2:30][C:29](=[O:32])[CH2:28]1. Reactants: CC1(C=2C=CC(=CC2C(CC1)(C)C)O)C (5,6,7,8-tetrahydro-5,5,8,8-tetramethyl-2-naphthol), C(#N)C1=CC=C(CCl)C=C1 (4-cyanobenzyl chloride), C([O-])([O-])=O.[K+].[K+] (potassium carbonate), O (water). Run in CC(CC)=O (butanone), CN(C=O)C (dimethylformamide). Product: CC1(C=2C=CC(=CC2C(CC1)(C)C)OCC1=CC=C(C=C1)C#N)C (4-Cyanobenzyl 5,6,7,8-tetrahydro-5,5,8,8-tetramethyl-2-naphthyl ether). Yield: 98.6%. Reaction SMILES: [CH3:1][C:2]1([CH3:15])[CH2:11][CH2:10][C:9]([CH3:13])([CH3:12])[C:8]2[CH:7]=[C:6]([OH:14])[CH:5]=[CH:4][C:3]1=2.[C:16]([C:18]1[CH:25]=[CH:24][C:21]([CH2:22]Cl)=[CH:20][CH:19]=1)#[N:17].C(=O)([O-])[O-].[K+].[K+].O>CC(=O)CC.CN(C)C=O>[CH3:1][C:2]1([CH3:15])[CH2:11][CH2:10][C:9]([CH3:13])([CH3:12])[C:8]2[CH:7]=[C:6]([O:14][CH2:22][C:21]3[CH:24]=[CH:25][C:18]([C:16]#[N:17])=[CH:19][CH:20]=3)[CH:5]=[CH:4][C:3]1=2 |f:2.3.4|. Procedure: 40.8 g (0.2 mol) of 5,6,7,8-tetrahydro-5,5,8,8-tetramethyl-2-naphthol, 30.4 g (0.2 mol) of 4-cyanobenzyl chloride and 80 g (1.2 mol) of anhydrous potassium carbonate in 400 ml of butanone and 300 ml of dimethylformamide were refluxed for 9 h. The mixture was cooled and then poured into 1.5 l of water, and the solid was filtered off with suction and washed with water. Drying resulted in 63 g of the title compound of melting point 149°-150° C. The reactants are CS(=O)(=O)C1=NC(=CC(=C1)CCC(=O)OC(C)(C)C)C=1SC2=C(C(N1)=O)C=CC=C2 (tert-Butyl 3-[2-(methylsulfonyl)-6-(4-oxo-4H-1,3-benzothiazin-2-yl)-4-pyridyl]propanoate), C(C)(C)OC(C)C (Diisopropyl ether). Solvent: FC(C(=O)O)(F)F (trifluoroacetic acid). Run at time 0.5 hour. The product is CS(=O)(=O)C1=NC(=CC(=C1)CCC(=O)O)C=1SC2=C(C(N1)=O)C=CC=C2 (3-[2-(Methylsulfonyl)-6-(4-oxo-4H-1,3-benzothiazin-2-yl)-4-pyridyl]propionic acid). The yield is 62.6%. RXN SMILES: [CH3:1][S:2]([C:5]1[CH:10]=[C:9]([CH2:11][CH2:12][C:13]([O:15]C(C)(C)C)=[O:14])[CH:8]=[C:7]([C:20]2[S:21][C:22]3[CH:30]=[CH:29][CH:28]=[CH:27][C:23]=3[C:24](=[O:26])[N:25]=2)[N:6]=1)(=[O:4])=[O:3].C(OC(C)C)(C)C>FC(F)(F)C(O)=O>[CH3:1][S:2]([C:5]1[CH:10]=[C:9]([CH2:11][CH2:12][C:13]([OH:15])=[O:14])[CH:8]=[C:7]([C:20]2[S:21][C:22]3[CH:30]=[CH:29][CH:28]=[CH:27][C:23]=3[C:24](=[O:26])[N:25]=2)[N:6]=1)(=[O:4])=[O:3]. Procedure details: tert-Butyl 3-[2-(methylsulfonyl)-6-(4-oxo-4H-1,3-benzothiazin-2-yl)-4-pyridyl]propanoate (0.20 g, 0.45 mmol) was dissolved in trifluoroacetic acid (5 ml), and the mixture was stirred at room temperature for 0.5 hr. Diisopropyl ether was combined with the reaction mixture to give precipitates, which were recrystallized from ethanol to give the titled compound (0.11 g, 63%) as pale yellow crystals. Starting materials: OCCc1cccc(CCBr)c1, O=C([O-])[O-], CC#N, CCOC(C)=O, CC(C)c1nc(C(=O)N2CCOC3(CCNCC3)C2)cs1, Cl, [K+], [K+], O. Yields the product CC(C)c1nc(C(=O)N2CCOC3(CCN(CCc4cccc(CCO)c4)CC3)C2)cs1. As a reaction SMILES: [Br:23][CH2:24][CH2:25][c:26]1[cH:27][c:28]([CH2:32][CH2:33][OH:34])[cH:29][cH:30][cH:31]1.[C:35](=[O:36])([O-:37])[O-:38].[CH3:42][C:43]#[N:44].[CH3:45][CH2:46][O:47][C:48]([CH3:49])=[O:50].[CH:2]([CH3:3])([CH3:4])[c:5]1[s:6][cH:7][c:8]([C:10](=[O:11])[N:12]2[CH2:13][CH2:14][O:15][C:16]3([CH2:17]2)[CH2:18][CH2:19][NH:20][CH2:21][CH2:22]3)[n:9]1.[ClH:1].[K+:39].[K+:40].[OH2:41]>>[CH:2]([CH3:3])([CH3:4])[c:5]1[s:6][cH:7][c:8]([C:10](=[O:11])[N:12]2[CH2:13][CH2:14][O:15][C:16]3([CH2:17]2)[CH2:18][CH2:19][N:20]([CH2:24][CH2:25][c:26]2[cH:27][c:28]([CH2:32][CH2:33][OH:34])[cH:29][cH:30][cH:31]2)[CH2:21][CH2:22]3)[n:9]1. The reactants are OBO, CS(C)=O, CN(Cc1cc2nc(Cl)nc(N3CCOCC3)c2s1)S(C)(=O)=O, c1ccc2[nH]ccc2c1. Yields the product CN(Cc1cc2nc(-c3cccc4[nH]ccc34)nc(N3CCOCC3)c2s1)S(C)(=O)=O. Reaction SMILES: [BH:24]([OH:25])[OH:26].[CH3:36][S:37]([CH3:38])=[O:39].[Cl:1][c:2]1[n:3][c:4]([N:18]2[CH2:19][CH2:20][O:21][CH2:22][CH2:23]2)[c:5]2[c:6]([n:7]1)[cH:8][c:9]([CH2:11][N:12]([S:13](=[O:14])(=[O:15])[CH3:16])[CH3:17])[s:10]2.[nH:27]1[cH:28][cH:29][c:30]2[cH:31][cH:32][cH:33][cH:34][c:35]12>>[c:2]1(-[c:31]2[c:30]3[cH:29][cH:28][nH:27][c:35]3[cH:34][cH:33][cH:32]2)[n:3][c:4]([N:18]2[CH2:19][CH2:20][O:21][CH2:22][CH2:23]2)[c:5]2[c:6]([n:7]1)[cH:8][c:9]([CH2:11][N:12]([S:13](=[O:14])(=[O:15])[CH3:16])[CH3:17])[s:10]2. Starting materials: FC(C=1C=C2C(OC(C2=CC1)=O)=O)(F)F (5-trifluoromethyl-isobenzofuran-1,3-dione), toluene(anhydrous), FC(CN)(F)F (2,2,2-trifluoro-ethylamine). The reagents and catalysts are C1(=CC=C(C=C1)S(=O)(=O)O)C (toluene-4-sulfonic acid). The solvent is CC(OCC)=O (EA). Conditions: time 16 hour. The product is FC(CN1C(C2=CC=C(C=C2C1=O)C(F)(F)F)=O)(F)F (2-(2,2,2-Trifluoro-ethyl)-5-trifluoromethyl-isoindole-1,3-dione). The yield is 80.0%. Reaction SMILES: [F:1][C:2]([F:15])([F:14])[C:3]1[CH:4]=[C:5]2[C:9](=[CH:10][CH:11]=1)[C:8](=[O:12])O[C:6]2=[O:13].[F:16][C:17]([F:21])([F:20])[CH2:18][NH2:19]>C1(C)C=CC(S(O)(=O)=O)=CC=1.CC(=O)OCC>[F:16][C:17]([F:21])([F:20])[CH2:18][N:19]1[C:6](=[O:13])[C:5]2[C:9](=[CH:10][CH:11]=[C:3]([C:2]([F:1])([F:15])[F:14])[CH:4]=2)[C:8]1=[O:12]. Procedure details: 5.0 g of 5-trifluoromethyl-isobenzofuran-1,3-dione were dissolved using 50 ml of toluene(anhydrous) and 4.6 g of 2,2,2-trifluoro-ethylamine added. The mixture was left at ambient temperature for 16 h. 50 mg of toluene-4-sulfonic acid were then added and the mixture was refluxed for 5 h. 200 ml of EA were added and the mixture was washed twice using 50 ml of a 10% aqueous Na2CO3-solution. The organic layer was dried over MgSO4 and the solvent was removed in vacuo to yield 5.5 g of a viscous oil (... Starting materials: [C]=O (carbon monoxide), C1(=CC=CC=C1)C (Toluene), CC(C)(C1=CC=CC=C1)OOC(C)(C)C2=CC=CC=C2 (diisopropylbenzene peroxide), Pd(Xantphos)Cl2, [C]=O (carbon monoxide), C(C)O (ethanol). Run at temperature 120 celsius, time 16 hour. Yields the product C1(=CC=CC=C1)CC(=O)OCC (ethyl phenylacetate). Isolated yield 42.7%. RXN SMILES: [C:1]1([CH3:7])[CH:6]=[CH:5][CH:4]=[CH:3][CH:2]=1.CC(O[O:18][C:19]([C:22]1C=CC=CC=1)(C)C)(C1C=CC=CC=1)C.[C]=O.[CH2:30]([OH:32])C>>[C:1]1([CH2:7][C:30]([O:18][CH2:19][CH3:22])=[O:32])[CH:6]=[CH:5][CH:4]=[CH:3][CH:2]=1 |^3:27|. Procedure: Toluene (1.38 g), ethanol (46 mg), diisopropylbenzene peroxide (135 mg, 1 equivalent), and Pd(Xantphos)Cl2 (3.8 mg, 1 mol %) were added into a reaction kettle, into which 10 atm carbon monoxide was introduced. The reaction was heated to 120° C., and stirred at this constant temperature for 16 h. After the reaction was completed, carbon monoxide was discharged, and 35 mg ethyl phenylacetate was obtained by column chromatography, in a yield of 43%. The ethyl phenylacetate obtained was dissolved in... Starting materials: COc1ccc(COc2ccccc2-c2cc(-c3ccc([N+](=O)[O-])c(OCCN4CCCCC4)c3)c(C#N)c(N)n2)cc1, CN(C)C=O, Cl[Sn]Cl. Yields the product COc1ccc(COc2ccccc2-c2cc(-c3ccc(N)c(OCCN4CCCCC4)c3)c(C#N)c(N)n2)cc1. RXN SMILES: [NH2:1][c:2]1[c:3]([C:4]#[N:5])[c:6](-[c:26]2[cH:27][c:28]([O:35][CH2:36][CH2:37][N:38]3[CH2:39][CH2:40][CH2:41][CH2:42][CH2:43]3)[c:29]([N+:32]([O-:33])=[O:34])[cH:30][cH:31]2)[cH:7][c:8](-[c:10]2[c:11]([O:16][CH2:17][c:18]3[cH:19][cH:20][c:21]([O:24][CH3:25])[cH:22][cH:23]3)[cH:12][cH:13][cH:14][cH:15]2)[n:9]1.[O:47]=[CH:48][N:49]([CH3:50])[CH3:51].[Sn:44]([Cl:45])[Cl:46]>>[NH2:1][c:2]1[c:3]([C:4]#[N:5])[c:6](-[c:26]2[cH:27][c:28]([O:35][CH2:36][CH2:37][N:38]3[CH2:39][CH2:40][CH2:41][CH2:42][CH2:43]3)[c:29]([NH2:32])[cH:30][cH:31]2)[cH:7][c:8](-[c:10]2[c:11]([O:16][CH2:17][c:18]3[cH:19][cH:20][c:21]([O:24][CH3:25])[cH:22][cH:23]3)[cH:12][cH:13][cH:14][cH:15]2)[n:9]1.